Dataset: the Open Reaction Database (ORD), a public repository of structured organic reaction records. Task: describe an organic reaction: reactants, conditions, products, and yield The reactants are CSC(C(=O)OC)(C(C)C)C1=CC(=CC=C1)OC1=CC=CC=C1 (Methyl α-methylthio-α-(m-phenoxyphenyl)isovalerate), C(C)OCC (Diethyl ether). The reagents and catalysts are S(=O)(=O)([O-])[O-].[Cu+2] (copper sulfate), [Zn] (zinc). Run in C(C)(=O)O (acetic acid). The product is O(C1=CC=CC=C1)C=1C=C(C=CC1)C(C(=O)OC)C(C)C (methyl α-(m-phenoxyphenyl)isovalerate). Isolated yield 87.9%. Reaction SMILES: CS[C:3]([C:11]1[CH:16]=[CH:15][CH:14]=[C:13]([O:17][C:18]2[CH:23]=[CH:22][CH:21]=[CH:20][CH:19]=2)[CH:12]=1)([CH:8]([CH3:10])[CH3:9])[C:4]([O:6][CH3:7])=[O:5].C(OCC)C>C(O)(=O)C.S([O-])([O-])(=O)=O.[Cu+2].[Zn]>[O:17]([C:13]1[CH:12]=[C:11]([CH:3]([CH:8]([CH3:10])[CH3:9])[C:4]([O:6][CH3:7])=[O:5])[CH:16]=[CH:15][CH:14]=1)[C:18]1[CH:19]=[CH:20][CH:21]=[CH:22][CH:23]=1 |f:3.4|. Procedure details: Methyl α-methylthio-α-(m-phenoxyphenyl)isovalerate (702 mg) was dissolved in 5 ml of acetic acid, and 50 mg of anhydrous copper sulfate and 500 mg of zinc powder was added. The mixture was heated under reflux for 23 hours. Diethyl ether (80 ml) was added, and the insoluble matter was separated by filtration. The filtrate was washed twice with 25 ml of water, dried over anhydrous magnesium sulfate, and concentrated under reduced pressure. The residue was chromatographed on a silica gel column usi... The reactants are [N+](=O)([O-])C1=CC=C(C=C1)N1CCNCC1 (1-(4-nitro-phenyl)-piperazine), ClC1=NC=C(C=C1)C (2-chloro-5-methylpyridine), CC1=CC=CC(=N1)N1CCN(CC1)C1=CC=C(C=C1)N (4-[4-(6-methyl-pyridin-2-yl)-piperazin-1-yl]-phenylamine). Yields the product CC=1C=CC(=NC1)N1CCN(CC1)C1=CC=C(C=C1)N (4-[4-(5-Methyl-pyridin-2-yl)-piperazin-1-yl]-phenylamine). Reaction SMILES: [N+:1]([C:4]1[CH:9]=[CH:8][C:7]([N:10]2[CH2:15][CH2:14][NH:13][CH2:12][CH2:11]2)=[CH:6][CH:5]=1)([O-])=O.Cl[C:17]1[CH:22]=[CH:21][C:20]([CH3:23])=[CH:19][N:18]=1.CC1N=C(N2CCN(C3C=CC(N)=CC=3)CC2)C=CC=1>>[CH3:23][C:20]1[CH:21]=[CH:22][C:17]([N:13]2[CH2:14][CH2:15][N:10]([C:7]3[CH:8]=[CH:9][C:4]([NH2:1])=[CH:5][CH:6]=3)[CH2:11][CH2:12]2)=[N:18][CH:19]=1. Reported procedure: From 1-(4-nitro-phenyl)-piperazine and 2-chloro-5-methylpyridine, in the same manner as the preparation of 4-[4-(6-methyl-pyridin-2-yl)-piperazin-1-yl]-phenylamine.